This data is from the Open Reaction Database (ORD), a public repository of structured organic reaction records. The task is: describe an organic reaction: reactants, conditions, products, and yield The reactants are S1C=CC=2C1=CN=CC2 (thieno[2,3-c]pyridine), C(CCC)[Li] (n-butyllithium), B(OC(C)C)(OC(C)C)OC(C)C (triisopropyl borate), Cl (HCl). Run in C1CCOC1 (THF), C(Cl)Cl (DCM). Reaction conditions: temperature -78 celsius, time 60 minute. The product is S1C(=CC=2C1=CN=CC2)B(O)O (Thieno[2,3-c]pyridin-2-ylboronic acid), crystals. Isolated yield 74.0%. As a reaction SMILES: [S:1]1[C:5]2=[CH:6][N:7]=[CH:8][CH:9]=[C:4]2[CH:3]=[CH:2]1.C([Li])CCC.[B:15](OC(C)C)([O:20]C(C)C)[O:16]C(C)C.Cl>C1COCC1.C(Cl)Cl>[S:1]1[C:5]2=[CH:6][N:7]=[CH:8][CH:9]=[C:4]2[CH:3]=[C:2]1[B:15]([OH:20])[OH:16]. Reported procedure: To a cold (−78° C.) solution of thieno[2,3-c]pyridine (2.040 g, 15.09 mmol) in anhydrous THF (50 mL) was added n-butyllithium (6.64 mL, 16.60 mmol) dropwise. The reaction mixture was stirred for 60 minutes at −78° C. A solution of triisopropyl borate (4.16 mL, 18.11 mmol) was added and the reaction mixture was stirred for 30 minutes at −78° C. The solution was allowed to warm to room temperature over a 2 hour period. TLC showed the reaction was complete. Aqueous HCl (1N, 1000 mL) and DCM (500 mL... Starting materials: ClC1=NC=C(C=N1)Br (2-chloro-5-bromopyrimidine), N1CCCC1 (pyrrolidine), ( b ). The product is N1(CCCC1)C1=NC=C(C=N1)Br (2-(N-Pyrrolidinyl)-5-bromopyrimidine). RXN SMILES: Cl[C:2]1[N:7]=[CH:6][C:5]([Br:8])=[CH:4][N:3]=1.[NH:9]1[CH2:13][CH2:12][CH2:11][CH2:10]1>>[N:9]1([C:2]2[N:7]=[CH:6][C:5]([Br:8])=[CH:4][N:3]=2)[CH2:13][CH2:12][CH2:11][CH2:10]1. Reported procedure: Prepared from 2-chloro-5-bromopyrimidine and pyrrolidine by the method of Example 44 (b). The reactants are BrCBr, CS(C)=O, [Na+], CCCCC(C#N)c1ccccc1Oc1ccccc1, [OH-], O. The product is CCCCC(C#N)(CBr)c1ccccc1Oc1ccccc1. RXN SMILES: [Br:21][CH2:22][Br:23].[CH3:24][S:25](=[O:26])[CH3:27].[Na+:29].[O:1]([c:2]1[cH:3][cH:4][cH:5][cH:6][cH:7]1)[c:8]1[c:9]([CH:14]([C:15]#[N:16])[CH2:17][CH2:18][CH2:19][CH3:20])[cH:10][cH:11][cH:12][cH:13]1.[OH-:28].[OH2:30]>>[O:1]([c:2]1[cH:3][cH:4][cH:5][cH:6][cH:7]1)[c:8]1[c:9]([C:14]([C:15]#[N:16])([CH2:17][CH2:18][CH2:19][CH3:20])[CH2:22][Br:21])[cH:10][cH:11][cH:12][cH:13]1. Reactants: aqueous solution, C(CC(O)(C(=O)O)CC(=O)O)(=O)O (citric acid), P(=O)([O-])([O-])[O-].[K+].[K+].[K+] (Tripotassium phosphate), C(C)(C)(C)OC(=O)N1C(=CC=C1)B(O)O (1-(tert-butoxycarbonyl)-1H-pyrrole-2-boronic acid), BrC1=CC(=C(C(=O)OC(C)(C)C)C=C1)NC(=O)C=1C=NC=C(C1)C1=CC=CC=C1 (tert-butyl 4-bromo-2-(5-phenylpyridine-3-carboxamido)benzoate), P(=O)([O-])([O-])[O-].[K+].[K+].[K+] (tripotassium phosphate), C(C)(C)(C)OC(=O)N1C(=CC=C1)B(O)O (1-(tert-butoxycarbonyl)-1H-pyrrole-2-boronic acid). Reagents/catalysts: C(C)(=O)[O-].[Pd+2].C(C)(=O)[O-] (palladium(II) acetate), C1(CCCCC1)P(C1=C(C=CC=C1)C1=C(C=CC=C1OC)OC)C1CCCCC1 (2-dicyclohexylphosphino-2′,6′-dimethoxybiphenyl), C(C)(=O)[O-].[Pd+2].C(C)(=O)[O-] (palladium(II) acetate), C1(CCCCC1)P(C1=C(C=CC=C1)C1=C(C=CC=C1OC)OC)C1CCCCC1 (2-dicyclohexylphosphino-2′,6′-dimethoxybiphenyl). Run in C(C)(=O)OCC (ethyl acetate), C1(=CC=CC=C1)C (toluene). Reaction conditions: time 30 minute. Yields the product C1(=CC=CC=C1)C=1C=C(C=NC1)C(=O)NC1=C(C(=O)O)C=CC(=C1)C=1NC=CC1 (2-(5-phenylpyridine-3-carboxamido)-4-(1H-pyrrol-2-yl)benzoic acid). Yield: 46.1%. As a reaction SMILES: P([O-])([O-])([O-])=O.[K+].[K+].[K+].C(OC([N:16]1[CH:20]=[CH:19][CH:18]=[C:17]1B(O)O)=O)(C)(C)C.Br[C:25]1[CH:37]=[CH:36][C:28]([C:29]([O:31]C(C)(C)C)=[O:30])=[C:27]([NH:38][C:39]([C:41]2[CH:42]=[N:43][CH:44]=[C:45]([C:47]3[CH:52]=[CH:51][CH:50]=[CH:49][CH:48]=3)[CH:46]=2)=[O:40])[CH:26]=1.C(O)(=O)CC(CC(O)=O)(C(O)=O)O>C([O-])(=O)C.[Pd+2].C([O-])(=O)C.C1(P(C2CCCCC2)C2C=CC=CC=2C2C(OC)=CC=CC=2OC)CCCCC1.C(OCC)(=O)C.C1(C)C=CC=CC=1>[C:47]1([C:45]2[CH:46]=[C:41]([C:39]([NH:38][C:27]3[CH:26]=[C:25]([C:17]4[NH:16][CH:20]=[CH:19][CH:18]=4)[CH:37]=[CH:36][C:28]=3[C:29]([OH:31])=[O:30])=[O:40])[CH:42]=[N:43][CH:44]=2)[CH:48]=[CH:49][CH:50]=[CH:51][CH:52]=1 |f:0.1.2.3,7.8.9|. Procedure: Tripotassium phosphate (0.12 g), 1-(tert-butoxycarbonyl)-1H-pyrrole-2-boronic acid (56 mg), 2-dicyclohexylphosphino-2′,6′-dimethoxybiphenyl (1 mg), and palladium(II) acetate (1 mg) were added to a toluene (3.0 mL) solution of tert-butyl 4-bromo-2-(5-phenylpyridine-3-carboxamido)benzoate (0.10 g), followed by heating to reflux under a nitrogen atmosphere for 3 hours. The reaction mixture was cooled to room temperature, and tripotassium phosphate (47 mg), 1-(tert-butoxycarbonyl)-1H-pyrrole-2-boron... Starting materials: C(C1=CC=CC=C1)N1CC(CCC1)N(C1=C2C(=NC=C1)NC=C2)C (N-(1-benzylpiperidin-3-yl)-N-methyl-N-(1H-pyrrolo[2,3-b]pyridin-4-yl)-amine), C(C)O (ethanol), Cl (hydrogen chloride). Reagents/catalysts: [OH-].[Pd+2].[OH-] (palladium hydroxide). Solvent: O (water). Conditions: time 2.5 day. Product: Cl.Cl.Cl.CN(C1=C2C(=NC=C1)NC=C2)C2CNCCC2 (N-methyl-N-piperidin-3-yl-N-(1H-pyrrolo[2,3-b]pyridin-4-yl)-amine trihydrochloride). RXN SMILES: C([N:8]1[CH2:13][CH2:12][CH2:11][CH:10]([N:14]([CH3:24])[C:15]2[CH:20]=[CH:19][N:18]=[C:17]3[NH:21][CH:22]=[CH:23][C:16]=23)[CH2:9]1)C1C=CC=CC=1.C(O)C.[ClH:28]>O.[OH-].[Pd+2].[OH-]>[ClH:28].[ClH:28].[ClH:28].[CH3:24][N:14]([CH:10]1[CH2:11][CH2:12][CH2:13][NH:8][CH2:9]1)[C:15]1[CH:20]=[CH:19][N:18]=[C:17]2[NH:21][CH:22]=[CH:23][C:16]=12 |f:4.5.6,7.8.9.10|. Procedure details: A degassed mixture of N-(1-benzylpiperidin-3-yl)-N-methyl-N-(1H-pyrrolo[2,3-b]pyridin-4-yl)-amine (0.17 g, 0.00053 mol) and palladium hydroxide (0.15 g, 0.00011 mol) in ethanol (3.5 mL, 0.060 mol) and 3.0 M of hydrogen chloride in water (0.40 mL) was stirred under an atmosphere of hydrogen over 2.5 days. The reaction mixture was filtered and washed with MeOH. The filtrate was concentrated under vacuum to give 92 mg of orange oil. Starting materials: COC(=O)c1cc(F)cc(Br)c1C, O=C(OOC(=O)c1ccccc1)c1ccccc1, ClC(Cl)(Cl)Cl, O=C1CCC(=O)N1Br. Product: COC(=O)c1cc(F)cc(Br)c1CBr. RXN SMILES: [Br:1][c:2]1[c:3]([CH3:13])[c:4]([C:5](=[O:6])[O:7][CH3:8])[cH:9][c:10]([F:12])[cH:11]1.[C:22]([O:23][O:24][C:25](=[O:26])[c:27]1[cH:28][cH:29][cH:30][cH:31][cH:32]1)(=[O:33])[c:34]1[cH:35][cH:36][cH:37][cH:38][cH:39]1.[Cl:40][C:41]([Cl:42])([Cl:43])[Cl:44].[O:14]=[C:15]1[N:16]([Br:21])[C:17](=[O:18])[CH2:19][CH2:20]1>>[Br:1][c:2]1[c:3]([CH2:13][Br:21])[c:4]([C:5](=[O:6])[O:7][CH3:8])[cH:9][c:10]([F:12])[cH:11]1.